This data is from the Open Reaction Database (ORD), a public repository of structured organic reaction records. The task is: describe an organic reaction: reactants, conditions, products, and yield The reactants are CC(C)(C)OC(=O)c1c(N)sc2c1CCOC2CN, COc1ccc(N=C=O)c(OC)c1, ClCCl. The product is COc1ccc(NC(=O)NCC2OCCc3c2sc(N)c3C(=O)OC(C)(C)C)c(OC)c1. As a reaction SMILES: [C:1]([CH3:2])([CH3:3])([CH3:4])[O:5][C:6](=[O:7])[c:8]1[c:9]([NH2:19])[s:10][c:11]2[c:16]1[CH2:15][CH2:14][O:13][CH:12]2[CH2:17][NH2:18].[CH3:20][O:21][c:22]1[c:23]([N:30]=[C:31]=[O:32])[cH:24][cH:25][c:26]([O:28][CH3:29])[cH:27]1.[Cl:33][CH2:34][Cl:35]>>[C:1]([CH3:2])([CH3:3])([CH3:4])[O:5][C:6](=[O:7])[c:8]1[c:9]([NH2:19])[s:10][c:11]2[c:16]1[CH2:15][CH2:14][O:13][CH:12]2[CH2:17][NH:18][C:31]([NH:30][c:23]1[c:22]([O:21][CH3:20])[cH:27][c:26]([O:28][CH3:29])[cH:25][cH:24]1)=[O:32]. Starting materials: OC(C(N[C@H](C)C1=CC=CC=C1)=O)[C@H](CCCCNC(=O)N1CCOCC1)NC(OCC1(CCC1)CC1=CC=C(C=C1)F)=O ([1-(4-fluorobenzyl)cyclobutyl]methyl(1S)-1-(1-hydroxy-2-oxo-2-{[(1R)-1-phenylethyl]amino}ethyl)-5-[(4-morpholinylcarbonyl)amino]pentylcarbamate), OC(C(N[C@H](C)C1=CC=CC=C1)=O)[C@H](CCCCNC(=O)N1CCOCC1)NC(OCC1(CCCCC1)CC1=CC=CC=C1)=O ((1-benzylcyclohexyl)methyl(1S)-1-(1-hydroxy-2-oxo-2-{[(1R)-1-phenylethyl]amino}ethyl)-5-[(4-morpholinylcarbonyl)amino]pentylcarbamate). Yields the product N1(CCOCC1)C(=O)NCCCC[C@@H](C(C(N[C@H](C)C1=CC=CC=C1)=O)=O)NC(OCC1(CCC1)CC1=CC=C(C=C1)F)=O ([1-(4-Fluorobenzyl)cyclobutyl]methyl(1S)-5-[(4-morpholinylcarbonyl)amino]-1-(oxo{[(1R)-1-phenylethyl]amino}acetyl)pentylcarbamate). Reaction SMILES: [OH:1][CH:2]([C@@H:14]([NH:28][C:29](=[O:44])[O:30][CH2:31][C:32]1([CH2:36][C:37]2[CH:42]=[CH:41][C:40]([F:43])=[CH:39][CH:38]=2)[CH2:35][CH2:34][CH2:33]1)[CH2:15][CH2:16][CH2:17][CH2:18][NH:19][C:20]([N:22]1[CH2:27][CH2:26][O:25][CH2:24][CH2:23]1)=[O:21])[C:3](=[O:13])[NH:4][C@@H:5]([C:7]1[CH:12]=[CH:11][CH:10]=[CH:9][CH:8]=1)[CH3:6].OC([C@@H](NC(=O)OCC1(CC2C=CC=CC=2)CCCCC1)CCCCNC(N1CCOCC1)=O)C(=O)N[C@@H](C1C=CC=CC=1)C>>[N:22]1([C:20]([NH:19][CH2:18][CH2:17][CH2:16][CH2:15][C@H:14]([NH:28][C:29](=[O:44])[O:30][CH2:31][C:32]2([CH2:36][C:37]3[CH:38]=[CH:39][C:40]([F:43])=[CH:41][CH:42]=3)[CH2:33][CH2:34][CH2:35]2)[C:2](=[O:1])[C:3](=[O:13])[NH:4][C@@H:5]([C:7]2[CH:12]=[CH:11][CH:10]=[CH:9][CH:8]=2)[CH3:6])=[O:21])[CH2:27][CH2:26][O:25][CH2:24][CH2:23]1. Procedure details: [1-(4-Fluorobenzyl)cyclobutyl]methyl(1S)-5-[(4-morpholinylcarbonyl)amino]-1-(oxo{[(1R)-1-phenylethyl]amino}acetyl)pentylcarbamate was prepared as in example 9j except that [1-(4-fluorobenzyl)cyclobutyl]methyl(1S)-1-(1-hydroxy-2-oxo-2-{[(1R)-1-phenylethyl]amino}ethyl)-5-[(4-morpholinylcarbonyl)amino]pentylcarbamate was substituted for (1-benzylcyclohexyl)methyl(1S)-1-(1-hydroxy-2-oxo-2-{[(1R)-1-phenylethyl]amino}ethyl)-5-[(4-morpholinylcarbonyl)amino]pentylcarbamate. 1H NMR (300 MHz, 80° C., DMSO... The reactants are C([O-])([O-])=O.[K+].[K+] (potassium carbonate), C1(CC1)NC=1C(=CC=C(C1)F)N (N2-cyclopropyl-4-fluorobenzene-1,2-diamine), FC(C(C)(O)C=1C=C(C=NC1)C=O)(F)F (5-(1,1,1-Trifluoro-2-hydroxypropan-2-yl)pyridine-3-carbaldehyde), OOS(=O)[O-].[K+] (OXONE). Run in C(C)(=O)OCC (ethyl acetate), O (water), C(C)(=O)OCC (Ethyl acetate), CN(C)C=O (DMF), O (water). Run at time 1 hour. Product: C1(CC1)N1C(=NC2=C1C=C(C=C2)F)C=2C=C(C=NC2)C(C(F)(F)F)(C)O (2-[5-(1-cyclopropyl-6-fluoro-1H-benzimidazol-2-yl)pyridin-3-yl]-1,1,1-trifluoropropan-2-ol). RXN SMILES: [CH:1]1([NH:4][C:5]2[C:6]([NH2:12])=[CH:7][CH:8]=[C:9]([F:11])[CH:10]=2)[CH2:3][CH2:2]1.[F:13][C:14]([F:27])([F:26])[C:15]([C:18]1[CH:19]=[C:20]([CH:24]=O)[CH:21]=[N:22][CH:23]=1)([OH:17])[CH3:16].OOS([O-])=O.[K+].C(=O)([O-])[O-].[K+].[K+]>CN(C=O)C.O.C(OCC)(=O)C>[CH:1]1([N:4]2[C:5]3[CH:10]=[C:9]([F:11])[CH:8]=[CH:7][C:6]=3[N:12]=[C:24]2[C:20]2[CH:19]=[C:18]([C:15]([OH:17])([CH3:16])[C:14]([F:27])([F:13])[F:26])[CH:23]=[N:22][CH:21]=2)[CH2:3][CH2:2]1 |f:2.3,4.5.6|. Reported procedure: To a solution of the title compound from Step E (0.058 g, 0.35 mmol) in DMF (1.68 mL) and water (0.06 mL) were added the title compound from Step C (0.076 g, 0.35 mmol) and OXONE® (0.139 g, 0.226 mmol). The resulting mixture was stirred at room temperature for 1 hour, then diluted with ethyl acetate and water. Solid potassium carbonate was added until the aqueous layer was basic (pH ˜9). Ethyl acetate was then added, and the organic layer was separated, washed with water and brine, dried over ma... Reactants: ClP1N(P(N1C1=CC=CC=C1)Cl)C1=CC=CC=C1 (2,4-dichloro-1,3-diphenyl-1,3,2,4-diazadiphosphetidine), C(C)(C)(C)C1=C(C(=CC(=C1)C(C)(C)C)C(C)(C)C)O (2,4,6-tri-tert-butylphenol). The solvent is C(C)N(CC)CC (triethylamine). Yields the product C(C)(C)(C)C1=C(OP2N(P(N2C2=CC=CC=C2)OC2=C(C=C(C=C2C(C)(C)C)C(C)(C)C)C(C)(C)C)C2=CC=CC=C2)C(=CC(=C1)C(C)(C)C)C(C)(C)C (2,4-Di(2,4,6-tri-tert-butylphenoxy)-1,3-diphenyl-1,3,2,4-diazadiphosphetidine). As a reaction SMILES: Cl[P:2]1[N:5]([C:6]2[CH:11]=[CH:10][CH:9]=[CH:8][CH:7]=2)[P:4](Cl)[N:3]1[C:13]1[CH:18]=[CH:17][CH:16]=[CH:15][CH:14]=1.[C:19]([C:23]1[CH:28]=[C:27]([C:29]([CH3:32])([CH3:31])[CH3:30])[CH:26]=[C:25]([C:33]([CH3:36])([CH3:35])[CH3:34])[C:24]=1[OH:37])([CH3:22])([CH3:21])[CH3:20]>C(N(CC)CC)C>[C:19]([C:23]1[CH:28]=[C:27]([C:29]([CH3:32])([CH3:31])[CH3:30])[CH:26]=[C:25]([C:33]([CH3:36])([CH3:35])[CH3:34])[C:24]=1[O:37][P:2]1[N:5]([C:6]2[CH:11]=[CH:10][CH:9]=[CH:8][CH:7]=2)[P:4]([O:37][C:24]2[C:25]([C:33]([CH3:34])([CH3:35])[CH3:36])=[CH:26][C:27]([C:29]([CH3:32])([CH3:31])[CH3:30])=[CH:28][C:23]=2[C:19]([CH3:22])([CH3:21])[CH3:20])[N:3]1[C:13]1[CH:18]=[CH:17][CH:16]=[CH:15][CH:14]=1)([CH3:22])([CH3:21])[CH3:20]. Procedure: The procedure of Example 1 is repeated using 2,4-dichloro-1,3-diphenyl-1,3,2,4-diazadiphosphetidine, 2,4,6-tri-tert-butylphenol and triethylamine to give the title compound. Reactants: C([O-])([O-])=O.[K+].[K+] (potassium carbonate), CI (methyl iodide), N1=CC(=CC=C1)C(=O)C1(CC1)C1=CC(=C(NC(C(F)(F)F)=O)C=C1)[N+](=O)[O-] (4-[1-[(pyridin-3-yl)-carbonyl]cyclopropyl]-2-nitro-trifluoroacetylaniline). Solvent: CC(=O)C (acetone). Yields the product N1=CC(=CC=C1)C(=O)C1(CC1)C1=CC(=C(N(C)C(C(F)(F)F)=O)C=C1)[N+](=O)[O-] (4-[1-[(pyridin-3-yl)-carbonyl]cyclopropyl]-2-nitro-N-trifluoroacetyl-N-methyl-aniline). As a reaction SMILES: [N:1]1[CH:6]=[CH:5][CH:4]=[C:3]([C:7]([C:9]2([C:12]3[CH:24]=[CH:23][C:15]([NH:16][C:17](=[O:22])[C:18]([F:21])([F:20])[F:19])=[C:14]([N+:25]([O-:27])=[O:26])[CH:13]=3)[CH2:11][CH2:10]2)=[O:8])[CH:2]=1.[C:28](=O)([O-])[O-].[K+].[K+].CI>CC(C)=O>[N:1]1[CH:6]=[CH:5][CH:4]=[C:3]([C:7]([C:9]2([C:12]3[CH:24]=[CH:23][C:15]([N:16]([C:17](=[O:22])[C:18]([F:20])([F:21])[F:19])[CH3:28])=[C:14]([N+:25]([O-:27])=[O:26])[CH:13]=3)[CH2:11][CH2:10]2)=[O:8])[CH:2]=1 |f:1.2.3|. Procedure: 1.15 g (3.0 mmol) of 4-[1-[(pyridin-3-yl)-carbonyl]cyclopropyl]-2-nitro-trifluoroacetylaniline are dissolved in 50 ml acetone and after the addition of 2.0 g potassium carbonate and 0.8 ml methyl iodide refluxed for two hours. The insoluble matter is filtered off and the solution is evaporated down. The residue is chromatographed on silica gel, eluting with petroleum ether/ethyl acetate (1:1 and 1:4). The reactants are [H-].[Na+] (Sodium hydride), suspension, oil, NC1=C2C(=NC=N1)N(N=C2C2=CC(=C(C=C2)NC(=O)C=2NC1=CC=CC=C1C2)OC)C2CCNCC2 (N2-{4-[4-amino-1-(4-piperidyl)-1H-pyrazolo[3,4-d]pyrimidin-3-yl]-2-methoxyphenyl}-1H-2-indolecarboxamide), C(C)I (ethyl iodide), FC(C(=O)O)(F)F (Trifluoroacetic acid), C(C)I (Ethyl iodide). The solvent is CN(C=O)C (N,N-dimethylforamide), CN(C=O)C (N,N-dimethylforamide). Conditions: temperature 0 celsius, time 20 minute. Yields the product C(C)(=O)[O-].NC1=C2C(=NC=N1)N(N=C2C2=CC(=C(C=C2)NC(=O)C=2N(C1=CC=CC=C1C2)CC)OC)C2CC[NH2+]CC2 (4-[4-amino-3-(4-{[(1-ethyl-1H-2-indolyl)carbonyl]amino}-3-methoxyphenyl)-1H-pyrazolo[3,4-d]pyrimidin-1-yl]hexahydropyridinium acetate). As a reaction SMILES: [H-].[Na+].[NH2:3][C:4]1[N:9]=[CH:8][N:7]=[C:6]2[N:10]([CH:33]3[CH2:38][CH2:37][NH:36][CH2:35][CH2:34]3)[N:11]=[C:12]([C:13]3[CH:18]=[CH:17][C:16]([NH:19][C:20]([C:22]4[NH:23][C:24]5[C:29]([CH:30]=4)=[CH:28][CH:27]=[CH:26][CH:25]=5)=[O:21])=[C:15]([O:31][CH3:32])[CH:14]=3)[C:5]=12.[CH2:39](I)[CH3:40].F[C:43](F)(F)[C:44]([OH:46])=[O:45]>CN(C)C=O>[C:44]([O-:46])(=[O:45])[CH3:43].[NH2:3][C:4]1[N:9]=[CH:8][N:7]=[C:6]2[N:10]([CH:33]3[CH2:34][CH2:35][NH2+:36][CH2:37][CH2:38]3)[N:11]=[C:12]([C:13]3[CH:18]=[CH:17][C:16]([NH:19][C:20]([C:22]4[N:23]([CH2:39][CH3:40])[C:24]5[C:29]([CH:30]=4)=[CH:28][CH:27]=[CH:26][CH:25]=5)=[O:21])=[C:15]([O:31][CH3:32])[CH:14]=3)[C:5]=12 |f:0.1,6.7|. Reported procedure: Sodium hydride, 60% suspension in mineral oil (0.006 g, 0.15 mmol) was added into the solution of N2-{4-[4-amino-1-(4-piperidyl)-1H-pyrazolo[3,4-d]pyrimidin-3-yl]-2-methoxyphenyl}-1H-2-indolecarboxamide (0.08 g, 0.14 mmol) in N,N-dimethylforamide (1.0 mL) at 0° C. The mixture was stirred at 0° C. for 10 minutes and at ambient temperature for 20 minutes. A solution of ethyl iodide (0.02 g, 0.14 mmol) in N,N-dimethylforamide (0.5 mL) was added in and the mixture was stirred at ambient temperature ... Reactants: CCOC(OCC)C(C)N(Cc1cccc2ccccc12)C(=O)C(C)N, O=C(O)CONC(=O)NCc1ccncc1. Yields the product CCOC(OCC)C(C)N(Cc1cccc2ccccc12)C(=O)C(C)NC(=O)CONC(=O)NCc1ccncc1. As a reaction SMILES: [NH2:17][CH:18]([C:19](=[O:20])[N:21]([CH2:22][c:23]1[cH:24][cH:25][cH:26][c:27]2[cH:28][cH:29][cH:30][cH:31][c:32]12)[CH:33]([CH:34]([O:35][CH2:36][CH3:37])[O:38][CH2:39][CH3:40])[CH3:41])[CH3:42].[n:1]1[cH:2][cH:3][c:4]([CH2:7][NH:8][C:9]([NH:10][O:11][CH2:12][C:13](=[O:14])[OH:15])=[O:16])[cH:5][cH:6]1>>[n:1]1[cH:2][cH:3][c:4]([CH2:7][NH:8][C:9]([NH:10][O:11][CH2:12][C:13](=[O:15])[NH:17][CH:18]([C:19](=[O:20])[N:21]([CH2:22][c:23]2[cH:24][cH:25][cH:26][c:27]3[cH:28][cH:29][cH:30][cH:31][c:32]23)[CH:33]([CH:34]([O:35][CH2:36][CH3:37])[O:38][CH2:39][CH3:40])[CH3:41])[CH3:42])=[O:16])[cH:5][cH:6]1.